From a dataset of the Open Reaction Database (ORD), a public repository of structured organic reaction records. describe an organic reaction: reactants, conditions, products, and yield The reactants are C(CCC)C1=NN2C(C=CC=C2)=C1CC1=CC=C(C=C1)C=1C(=CC=CC1)C(=O)OC(C)(C)C (1,1-dimethylethyl 4'-[(2-butyl pyrazolo (1,5-a)pyridin-3-yl)methyl]-(1,1 -biphenyl) 2-carboxylate), C(Cl)Cl (methylene chloride), FC(C(=O)O)(F)F (trifluoroacetic acid). Run in [OH-].[Na+] (sodium hydroxide), CCOCC (ether). Run at time 4 hour. The product is C(CCC)C1=NN2C(C=CC=C2)=C1CC1=CC=C(C=C1)C=1C(=CC=CC1)C(=O)O (4'-[(2-Butyl pyrazolo(1,5-a)pyridin-3-yl) methyl](1,1'-biphenyl) 2-carboxylic acid). As a reaction SMILES: [CH2:1]([C:5]1[C:13]([CH2:14][C:15]2[CH:20]=[CH:19][C:18]([C:21]3[C:22]([C:27]([O:29]C(C)(C)C)=[O:28])=[CH:23][CH:24]=[CH:25][CH:26]=3)=[CH:17][CH:16]=2)=[C:8]2[CH:9]=[CH:10][CH:11]=[CH:12][N:7]2[N:6]=1)[CH2:2][CH2:3][CH3:4].C(Cl)Cl.FC(F)(F)C(O)=O>[OH-].[Na+].CCOCC>[CH2:1]([C:5]1[C:13]([CH2:14][C:15]2[CH:20]=[CH:19][C:18]([C:21]3[C:22]([C:27]([OH:29])=[O:28])=[CH:23][CH:24]=[CH:25][CH:26]=3)=[CH:17][CH:16]=2)=[C:8]2[CH:9]=[CH:10][CH:11]=[CH:12][N:7]2[N:6]=1)[CH2:2][CH2:3][CH3:4] |f:3.4|. Procedure: A mixture of 1 g of the product of Example 6, 20 ml of methylene chloride and 4 ml of trifluoroacetic acid was stirred at room temperature for 4 hours and the solvent and the reagent were eliminated at 30° C. under reduced pressure. The residue was taken up in a mixture of 40 ml of 1N sodium hydroxide and 20 ml of ether and extracted with 1N sodium hydroxide. The aqueous phase was acidified with concentrated hydrochloric acid and extracted with ether after saturation with sodium chloride. After ... Reactants: COc1cccc(CNC(=O)N2CCC(Nc3ccc(CCNCC(O)COc4ccc(O[Si](c5ccccc5)(c5ccccc5)C(C)(C)C)cc4)cc3)CC2)c1OC, CO, ClC(Cl)Cl. The product is COc1cccc(CNC(=O)N2CCC(Nc3ccc(CCNCC(O)COc4ccc(O)cc4)cc3)CC2)c1OC. As a reaction SMILES: [C:1]([Si:2]([c:3]1[cH:4][cH:5][cH:48][cH:49][cH:50]1)([O:6][c:7]1[cH:8][cH:9][c:10]([O:11][CH2:12][CH:13]([CH2:14][NH:15][CH2:16][CH2:17][c:18]2[cH:19][cH:20][c:21]([NH:22][CH:23]3[CH2:24][CH2:25][N:26]([C:29](=[O:30])[NH:31][CH2:32][c:33]4[c:34]([O:41][CH3:42])[c:35]([O:39][CH3:40])[cH:36][cH:37][cH:38]4)[CH2:27][CH2:28]3)[cH:43][cH:44]2)[OH:45])[cH:46][cH:47]1)[c:51]1[cH:52][cH:53][cH:54][cH:55][cH:56]1)([CH3:57])([CH3:58])[CH3:59].[CH3:60][OH:61].[CH:62]([Cl:63])([Cl:64])[Cl:65]>>[OH:6][c:7]1[cH:8][cH:9][c:10]([O:11][CH2:12][CH:13]([CH2:14][NH:15][CH2:16][CH2:17][c:18]2[cH:19][cH:20][c:21]([NH:22][CH:23]3[CH2:24][CH2:25][N:26]([C:29](=[O:30])[NH:31][CH2:32][c:33]4[c:34]([O:41][CH3:42])[c:35]([O:39][CH3:40])[cH:36][cH:37][cH:38]4)[CH2:27][CH2:28]3)[cH:43][cH:44]2)[OH:45])[cH:46][cH:47]1. Starting materials: CN(C)CCCN, Cc1c(F)cc(C(=O)NC2CC2)cc1-c1ccc2c(=O)n(CC3CC3)cc(C=O)c2c1. Product: Cc1c(F)cc(C(=O)NC2CC2)cc1-c1ccc2c(=O)n(CC3CC3)cc(CNCCCN(C)C)c2c1. As a reaction SMILES: [CH3:32][N:33]([CH2:34][CH2:35][CH2:36][NH2:37])[CH3:38].[CH:1]1([NH:4][C:5]([c:6]2[cH:7][c:8](-[c:14]3[cH:15][c:16]4[c:17]([CH:29]=[O:30])[cH:18][n:19]([CH2:25][CH:26]5[CH2:27][CH2:28]5)[c:20](=[O:24])[c:21]4[cH:22][cH:23]3)[c:9]([CH3:13])[c:10]([F:12])[cH:11]2)=[O:31])[CH2:2][CH2:3]1>>[CH:1]1([NH:4][C:5]([c:6]2[cH:7][c:8](-[c:14]3[cH:15][c:16]4[c:17]([CH2:29][NH:37][CH2:36][CH2:35][CH2:34][N:33]([CH3:32])[CH3:38])[cH:18][n:19]([CH2:25][CH:26]5[CH2:27][CH2:28]5)[c:20](=[O:24])[c:21]4[cH:22][cH:23]3)[c:9]([CH3:13])[c:10]([F:12])[cH:11]2)=[O:31])[CH2:2][CH2:3]1. Starting materials: C, CO, COC(=O)C(C)(C)c1cccc([N+](=O)[O-])c1, [Pd]. The product is COC(=O)C(C)(C)c1cccc(N)c1. Reaction SMILES: [C:19].[CH3:17][OH:18].[N+:1]([O-:2])(=[O:3])[c:4]1[cH:5][c:6]([C:10]([C:11](=[O:12])[O:13][CH3:14])([CH3:15])[CH3:16])[cH:7][cH:8][cH:9]1.[Pd:20]>>[NH2:1][c:4]1[cH:5][c:6]([C:10]([C:11](=[O:12])[O:13][CH3:14])([CH3:15])[CH3:16])[cH:7][cH:8][cH:9]1.